From a dataset of the Open Reaction Database (ORD), a public repository of structured organic reaction records. describe an organic reaction: reactants, conditions, products, and yield Reactants: OC1CC(=C(C(C1)(C)C)C=CC(C)O)C (4-(4-hydroxy-2,6,6-trimethylcyclohex-1-enyl)but-3-en-2-ol). Reagents/catalysts: [O-2].[O-2].[Mn+4] (manganese dioxide). The solvent is CC(=O)C (acetone). Product: OC1CC(=C(C(C1)(C)C)C=CC(C)=O)C (4-(4-hydroxy-2,6,6-trimethylcyclohex-1-enyl)but-3-en-2-one). The yield is 60.6%. RXN SMILES: [OH:1][CH:2]1[CH2:7][C:6]([CH3:9])([CH3:8])[C:5]([CH:10]=[CH:11][CH:12]([OH:14])[CH3:13])=[C:4]([CH3:15])[CH2:3]1>CC(C)=O.[O-2].[O-2].[Mn+4]>[OH:1][CH:2]1[CH2:7][C:6]([CH3:8])([CH3:9])[C:5]([CH:10]=[CH:11][C:12](=[O:14])[CH3:13])=[C:4]([CH3:15])[CH2:3]1 |f:2.3.4|. Procedure details: In 50 ml of anhydrous acetone was dissolved 2.5 g of 4-(4-hydroxy-2,6,6-trimethylcyclohex-1-enyl)but-3-en-2-ol, and 10.4 g of activated manganese dioxide was added to the solution, followed by heating at 40° to 50° C. for 24 hours while vigorous stirring. After completion of the reaction, the reaction mixture was allowed to cool to room temperature, and any insoluble matter was removed by filtration. The filtrate was concentrated under reduced pressure, and the residue was purified by silica gel... Reactants: CCOCC, CI, Cl, C1CCOC1, O, O=C1NCCN=C1c1cccs1. Yields the product CC1(c2cccs2)NCCNC1=O. Reaction SMILES: [CH3:17][CH2:18][O:19][CH2:20][CH3:21].[CH3:1][I:2].[ClH:16].[O:22]1[CH2:23][CH2:24][CH2:25][CH2:26]1.[OH2:15].[s:3]1[c:4]([C:8]2=[N:13][CH2:12][CH2:11][NH:10][C:9]2=[O:14])[cH:5][cH:6][cH:7]1>>[CH3:1][C:8]1([c:4]2[s:3][cH:7][cH:6][cH:5]2)[C:9](=[O:14])[NH:10][CH2:11][CH2:12][NH:13]1. The reactants are C(C)(C)(C)OC(=O)NC(=N)C1=CC=C(OCCCN2C(C(NCC2)=O)=O)C=C1 (4-[3-(4-tert-butoxycarbonylamidinophenoxy) propyl]-2,3-dioxopiperazine), N1=CC(=CC=C1)C=CC(=O)OC(C1=CC=CC=C1)C1=CC=CC=C1 (diphenylmethyl 3-(3-pyridyl)acrylate), N12CCCCCC2=NCCC1 (1,8-diazabicyclo[5.4.0]undec-7-ene). Solvent: CN(C=O)C (N,N-dimethylformamide). Reaction conditions: time 8 hour. Product: C(C)(C)(C)OC(=O)NC(=N)C1=CC=C(OCCCN2C(C(N(CC2)C(CC(=O)OC(C2=CC=CC=C2)C2=CC=CC=C2)C=2C=NC=CC2)=O)=O)C=C1 (diphenylmethyl 3-[4-[3-(4-tert -butoxycarbonylamidinophenoxy)propyl]-2,3-dioxopiperazin-1-yl]-3-(pyridin-3-yl)propionate). Yield: 51.8%. Reaction SMILES: [C:1]([O:5][C:6]([NH:8][C:9]([C:11]1[CH:28]=[CH:27][C:14]([O:15][CH2:16][CH2:17][CH2:18][N:19]2[CH2:24][CH2:23][NH:22][C:21](=[O:25])[C:20]2=[O:26])=[CH:13][CH:12]=1)=[NH:10])=[O:7])([CH3:4])([CH3:3])[CH3:2].[N:29]1[CH:34]=[CH:33][CH:32]=[C:31]([CH:35]=[CH:36][C:37]([O:39][CH:40]([C:47]2[CH:52]=[CH:51][CH:50]=[CH:49][CH:48]=2)[C:41]2[CH:46]=[CH:45][CH:44]=[CH:43][CH:42]=2)=[O:38])[CH:30]=1.N12CCCN=C1CCCCC2>CN(C)C=O>[C:1]([O:5][C:6]([NH:8][C:9]([C:11]1[CH:28]=[CH:27][C:14]([O:15][CH2:16][CH2:17][CH2:18][N:19]2[CH2:24][CH2:23][N:22]([CH:35]([C:31]3[CH:30]=[N:29][CH:34]=[CH:33][CH:32]=3)[CH2:36][C:37]([O:39][CH:40]([C:41]3[CH:42]=[CH:43][CH:44]=[CH:45][CH:46]=3)[C:47]3[CH:48]=[CH:49][CH:50]=[CH:51][CH:52]=3)=[O:38])[C:21](=[O:25])[C:20]2=[O:26])=[CH:13][CH:12]=1)=[NH:10])=[O:7])([CH3:4])([CH3:2])[CH3:3]. Procedure: In 7.5 ml of N,N-dimethylformamide was dissolved 2.5 g of 4-[3-(4-tert-butoxycarbonylamidinophenoxy) propyl]-2,3-dioxopiperazine, and to the solution were added 6.1 g of diphenylmethyl 3-(3-pyridyl)acrylate and 0.48 ml of 1,8-diazabicyclo[5.4.0]undec-7-ene. The resulting mixture was stirred overnight at room temperature and distilled under reduced pressure to remove the solvent. To the resulting residue were added 80 ml of ethyl acetate and 60 ml of water and the pH was adjusted to 7 with 2N hyd... Starting materials: CB1OB(OB(O1)C)C (trimethylboroxine), FC(C(=O)N1[C@@H]2[C@H](CCC1)C=1C=C(C=CC1C2)OS(=O)(=O)C(F)(F)F)(F)F (trifluoromethanesulfonic acid cis-1-(2,2,2-trifluoro-acetyl)-2,3,4,4a,9,9a-hexahydro-1H-indeno[2,1-b]pyridin-6-yl ester), CB1OB(OB(O1)C)C (trimethylboroxine), CB1OB(OB(O1)C)C (trimethylboroxine), [O-]P(=O)([O-])[O-].[K+].[K+].[K+] (K3PO4). The reagents and catalysts are C=1C=CC(=CC1)[P](C=2C=CC=CC2)(C=3C=CC=CC3)[Pd]([P](C=4C=CC=CC4)(C=5C=CC=CC5)C=6C=CC=CC6)([P](C=7C=CC=CC7)(C=8C=CC=CC8)C=9C=CC=CC9)[P](C=1C=CC=CC1)(C=1C=CC=CC1)C=1C=CC=CC1 (tetrakis(triphenylphosphine)palladium(0)), C=1C=CC(=CC1)[P](C=2C=CC=CC2)(C=3C=CC=CC3)[Pd]([P](C=4C=CC=CC4)(C=5C=CC=CC5)C=6C=CC=CC6)([P](C=7C=CC=CC7)(C=8C=CC=CC8)C=9C=CC=CC9)[P](C=1C=CC=CC1)(C=1C=CC=CC1)C=1C=CC=CC1 (tetrakis(triphenylphosphine)palladium(0)), C=1C=CC(=CC1)[P](C=2C=CC=CC2)(C=3C=CC=CC3)[Pd]([P](C=4C=CC=CC4)(C=5C=CC=CC5)C=6C=CC=CC6)([P](C=7C=CC=CC7)(C=8C=CC=CC8)C=9C=CC=CC9)[P](C=1C=CC=CC1)(C=1C=CC=CC1)C=1C=CC=CC1 (Tetrakis(triphenylphosphine)palladium(0)). The solvent is O1CCOCC1 (1,4-dioxane). Run at temperature 100 celsius, time 8 hour. Yields the product FC(C(=O)N1[C@@H]2[C@H](CCC1)C=1C=C(C=CC1C2)C)(F)F (cis-2,2,2-trifluoro-1-(6-methyl-2,3,4,4a,9,9a-hexahydro-indeno[2,1-b]pyridin-1-yl)-ethanone). As a reaction SMILES: [F:1][C:2]([F:27])([F:26])[C:3]([N:5]1[CH2:10][CH2:9][CH2:8][C@@H:7]2[C:11]3[CH:12]=[C:13](OS(C(F)(F)F)(=O)=O)[CH:14]=[CH:15][C:16]=3[CH2:17][C@H:6]12)=[O:4].[CH3:28]B1OB(C)OB(C)O1.[O-]P([O-])([O-])=O.[K+].[K+].[K+]>C1C=CC([P]([Pd]([P](C2C=CC=CC=2)(C2C=CC=CC=2)C2C=CC=CC=2)([P](C2C=CC=CC=2)(C2C=CC=CC=2)C2C=CC=CC=2)[P](C2C=CC=CC=2)(C2C=CC=CC=2)C2C=CC=CC=2)(C2C=CC=CC=2)C2C=CC=CC=2)=CC=1.O1CCOCC1>[F:1][C:2]([F:27])([F:26])[C:3]([N:5]1[CH2:10][CH2:9][CH2:8][C@@H:7]2[C:11]3[CH:12]=[C:13]([CH3:28])[CH:14]=[CH:15][C:16]=3[CH2:17][C@H:6]12)=[O:4] |f:2.3.4.5,^1:48,50,69,88|. Reported procedure: Tetrakis(triphenylphosphine)palladium(0) (17 mg) is added to a flask charged with a stir bar, trifluoromethanesulfonic acid cis-1-(2,2,2-trifluoro-acetyl)-2,3,4,4a,9,9a-hexahydro-1H-indeno[2,1-b]pyridin-6-yl ester (200 mg), trimethylboroxine (81 μL), K3PO4 (0.15 g), and 1,4-dioxane (4 mL) under argon atmosphere at room temperature. The reaction mixture is heated to 100° C. and stirred at this temperature overnight. Another portion of trimethylboroxine (40 μL) and tetrakis(triphenylphosphine)pall... Reactants: [H-].[Al+3].[Li+].[H-].[H-].[H-] (lithium aluminium hydride), C(C)(=O)OCC (ethyl acetate), COC1=CC=C(C=C1)C1(COCC(N1)=O)C (5-(4-methoxyphenyl)-5-methylmorpholin-3-one), [C-]#N.[K+] (potassium cyanide). The solvent is O1CCCC1 (tetrahydrofuran), C([O-])(O)=O.[Na+] (sodium bicarbonate), O1CCCC1 (tetrahydrofuran), C(C)(=O)O (acetic acid). Conditions: temperature 0 celsius, time 2 hour. The product is COC1=CC=C(C=C1)C1(COCC(N1)C#N)C (5-(4-Methoxyphenyl)-5-methylmorpholine-3-carbonitrile), SiO2. As a reaction SMILES: [H-].[Al+3].[Li+].[H-].[H-].[H-].C(OCC)(=O)C.[CH3:13][O:14][C:15]1[CH:20]=[CH:19][C:18]([C:21]2([CH3:28])[NH:26][C:25](=O)[CH2:24][O:23][CH2:22]2)=[CH:17][CH:16]=1.[C-:29]#[N:30].[K+]>O1CCCC1.C(=O)(O)[O-].[Na+].C(O)(=O)C>[CH3:13][O:14][C:15]1[CH:20]=[CH:19][C:18]([C:21]2([CH3:28])[NH:26][CH:25]([C:29]#[N:30])[CH2:24][O:23][CH2:22]2)=[CH:17][CH:16]=1 |f:0.1.2.3.4.5,8.9,11.12|. Procedure: A solution of 160 mmol of lithium aluminium hydride (1M in hexane) in 750 ml of tetrahydrofuran is mixed at 0° C. with 7.8 ml of ethyl acetate and stirred at 0° C. for 2 hours. A solution of 20 mmol of 5-(4-methoxyphenyl)-5-methylmorpholin-3-one (Example 3i) in 250 ml of tetrahydrofuran is added dropwise to this solution, and the reaction mixture is stirred at 0° C. for 45 minutes. 600 ml of glacial acetic acid and then 120 mmol of a 4.5M aqueous potassium cyanide solution are added. The mixture... Starting materials: CCOC(=O)COc1ccc2c(c1)oc(=O)n2CC(=O)N1CCN(c2ccc(Cl)c(OC)c2)CC1, C1CCOC1, Cl, [Na+], [OH-]. Product: COc1cc(N2CCN(C(=O)Cn3c(=O)oc4cc(OCC(=O)O)ccc43)CC2)ccc1Cl. RXN SMILES: [CH2:1]([CH3:2])[O:3][C:4]([CH2:5][O:6][c:7]1[cH:8][c:9]2[c:10]([n:11]([CH2:15][C:16](=[O:17])[N:18]3[CH2:19][CH2:20][N:21]([c:24]4[cH:25][c:26]([O:31][CH3:32])[c:27]([Cl:30])[cH:28][cH:29]4)[CH2:22][CH2:23]3)[c:12](=[O:14])[o:13]2)[cH:33][cH:34]1)=[O:35].[CH2:37]1[O:38][CH2:39][CH2:40][CH2:41]1.[ClH:36].[Na+:43].[OH-:42]>>[O:3]=[C:4]([CH2:5][O:6][c:7]1[cH:8][c:9]2[c:10]([n:11]([CH2:15][C:16](=[O:17])[N:18]3[CH2:19][CH2:20][N:21]([c:24]4[cH:25][c:26]([O:31][CH3:32])[c:27]([Cl:30])[cH:28][cH:29]4)[CH2:22][CH2:23]3)[c:12](=[O:14])[o:13]2)[cH:33][cH:34]1)[OH:35].